This data is from the Open Reaction Database (ORD), a public repository of structured organic reaction records. The task is: describe an organic reaction: reactants, conditions, products, and yield Reactants: CCc1cnc(N2CCC(O)C(F)C2)nc1, Fc1cc(-n2cnnn2)ccc1OCc1cn[nH]n1. The product is CCc1cnc(N2CCC(n3ncc(COc4ccc(-n5cnnn5)cc4F)n3)C(F)C2)nc1. RXN SMILES: [CH2:20]([CH3:21])[c:22]1[cH:23][n:24][c:25]([N:28]2[CH2:29][CH:30]([F:35])[CH:31]([OH:34])[CH2:32][CH2:33]2)[n:26][cH:27]1.[n:1]1[nH:2][n:3][c:4]([CH2:6][O:7][c:8]2[c:9]([F:19])[cH:10][c:11](-[n:14]3[n:15][n:16][n:17][cH:18]3)[cH:12][cH:13]2)[cH:5]1>>[n:1]1[n:2]([CH:31]2[CH:30]([F:35])[CH2:29][N:28]([c:25]3[n:24][cH:23][c:22]([CH2:20][CH3:21])[cH:27][n:26]3)[CH2:33][CH2:32]2)[n:3][c:4]([CH2:6][O:7][c:8]2[c:9]([F:19])[cH:10][c:11](-[n:14]3[n:15][n:16][n:17][cH:18]3)[cH:12][cH:13]2)[cH:5]1. The reactants are C([O-])(O)=O.[K+] (potassium bicarbonate), C(C)(C)(C)O (t-butanol), O (water), [Cl-].[Na+] (sodium chloride), C(CCC=CCCC=CCCC=O)=O (dodeca-4,8-diene-1,12-dial), 1,3-bis(dimethylphosphoro)propan-2-one, C(C)(C)(C)O (t-butanol). The product is C1(C=CCCC=CCCC=CCCC=C1)=O (Cyclopentadeca-2,6,10,14-tetraen-1-one). RXN SMILES: C(=O)(O)[O-].[K+].[CH:6](=O)[CH2:7][CH2:8][CH:9]=[CH:10][CH2:11][CH2:12][CH:13]=[CH:14][CH2:15][CH2:16][CH:17]=[O:18].O.[Cl-].[Na+].[C:23](O)(C)([CH3:25])[CH3:24]>>[C:17]1(=[O:18])[CH:16]=[CH:15][CH2:14][CH2:13][CH:12]=[CH:11][CH2:10][CH2:9][CH:8]=[CH:7][CH2:6][CH2:25][CH:23]=[CH:24]1 |f:0.1,4.5|. Procedure details: A 500 ml round bottom flask equipped with a magnetic stirrer, reflux condenser and gas inlet tube was charged with 4 g of potassium bicarbonate and 125 ml of aqueous 90% t-butanol. The stirred mixture was heated at vigorous reflux under a steady flow of argon, while a solution of 3.10 g (16 mMole) of dodeca-4,8-diene-1,12-dial and 4.40 g (16 mMole) of 1,3-bis(dimethylphosphoro)propan-2-one in 25 ml of 90% aqueous t-butanol was added at a constant rate over a period of 4 h. The reaction mixture w... Reactants: COC(=O)c1cc(C)c(Br)s1, COc1ccc(B(O)O)c(C)c1, Cc1ccccc1, [K+], [K+], O=C([O-])[O-], O, [Pd], c1ccc(P(c2ccccc2)c2ccccc2)cc1, c1ccc(P(c2ccccc2)c2ccccc2)cc1, c1ccc(P(c2ccccc2)c2ccccc2)cc1, c1ccc(P(c2ccccc2)c2ccccc2)cc1. The product is COC(=O)c1cc(C)c(-c2ccc(OC)cc2C)s1. RXN SMILES: [CH3:13][O:14][C:15](=[O:16])[c:17]1[s:18][c:19]([Br:23])[c:20]([CH3:22])[cH:21]1.[CH3:1][O:2][c:3]1[cH:4][c:5]([CH3:12])[c:6]([B:9]([OH:10])[OH:11])[cH:7][cH:8]1.[CH3:30][c:31]1[cH:32][cH:33][cH:34][cH:35][cH:36]1.[K+:24].[K+:25].[O-:26][C:27]([O-:28])=[O:29].[OH2:37].[Pd:38].[c:39]1([P:40]([c:41]2[cH:42][cH:43][cH:44][cH:45][cH:46]2)[c:47]2[cH:48][cH:49][cH:50][cH:51][cH:52]2)[cH:53][cH:54][cH:55][cH:56][cH:57]1.[c:58]1([P:59]([c:60]2[cH:61][cH:62][cH:63][cH:64][cH:65]2)[c:66]2[cH:67][cH:68][cH:69][cH:70][cH:71]2)[cH:72][cH:73][cH:74][cH:75][cH:76]1.[c:77]1([P:78]([c:79]2[cH:80][cH:81][cH:82][cH:83][cH:84]2)[c:85]2[cH:86][cH:87][cH:88][cH:89][cH:90]2)[cH:91][cH:92][cH:93][cH:94][cH:95]1.[c:96]1([P:97]([c:98]2[cH:99][cH:100][cH:101][cH:102][cH:103]2)[c:104]2[cH:105][cH:106][cH:107][cH:108][cH:109]2)[cH:110][cH:111][cH:112][cH:113][cH:114]1>>[CH3:1][O:2][c:3]1[cH:4][c:5]([CH3:12])[c:6](-[c:19]2[s:18][c:17]([C:15]([O:14][CH3:13])=[O:16])[cH:21][c:20]2[CH3:22])[cH:7][cH:8]1. Reactants: COC=1C=C2C(C(NC2=C(C1)[N+](=O)[O-])=O)=O (5-methoxy-7-nitro-1H-indole-2,3-dione), OO (hydrogen peroxide), Cl (HCl). Run in [OH-].[Na+] (NaOH). Reaction conditions: time 4 hour. The product is NC1=C(C(=O)O)C=C(C=C1[N+](=O)[O-])OC (2-Amino-5-methoxy-3-nitro-benzoic acid). Reaction SMILES: [CH3:1][O:2][C:3]1[CH:4]=[C:5]2[C:9](=[C:10]([N+:12]([O-:14])=[O:13])[CH:11]=1)[NH:8]C(=O)[C:6]2=[O:16].[OH:17]O.Cl>[OH-].[Na+]>[NH2:8][C:9]1[C:10]([N+:12]([O-:14])=[O:13])=[CH:11][C:3]([O:2][CH3:1])=[CH:4][C:5]=1[C:6]([OH:16])=[O:17] |f:3.4|. Reported procedure: To a slurry of 5-methoxy-7-nitro-1H-indole-2,3-dione (3 g, 13.5 mmol) in aqueous 2N NaOH solution (30 mL), was added an aq. Solution of 33% hydrogen peroxide (3 mL) slowly at 0° C. After completion of the addition, the reaction mixture was stirred at room temperature for 4 h. After completion of the reaction, the reaction mixture was acidified with 2N HCl at 0° C. The resulting precipitate was filtered, washed with water (2-3 times) and dried under vacuum to obtain the title compound as yellow s...